Dataset: the Open Reaction Database (ORD), a public repository of structured organic reaction records. Task: describe an organic reaction: reactants, conditions, products, and yield Starting materials: Cn1cncc1C=O, Cc1ccccc1, ClCCl, CC1(C)C2CCC1(CS(=O)(=O)O)C(=O)C2, O, OCCCO. Yields the product Cn1cncc1C1OCCCO1. RXN SMILES: [CH3:1][n:2]1[cH:3][n:4][cH:5][c:6]1[CH:7]=[O:8].[CH3:30][c:31]1[cH:32][cH:33][cH:34][cH:35][cH:36]1.[Cl:37][CH2:38][Cl:39].[O:14]=[S:15](=[O:16])([OH:17])[CH2:18][C:19]12[CH2:20][CH2:21][CH:22]([C:23]1([CH3:24])[CH3:25])[CH2:26][C:27]2=[O:28].[OH2:29].[OH:9][CH2:10][CH2:11][CH2:12][OH:13]>>[CH3:1][n:2]1[cH:3][n:4][cH:5][c:6]1[CH:7]1[O:8][CH2:12][CH2:11][CH2:10][O:9]1. Starting materials: NC=1C=CC(=C(C(=O)OC)C1)C (methyl 5-amino-2-methylbenzoate), S(O)(O)(=O)=O (sulfuric acid), N(=O)[O-].[Na+] (sodium nitrite). Run in O (water), O (water). Conditions: time 1 hour. The product is OC=1C=CC(=C(C(=O)OC)C1)C (Methyl 5-hydroxy-2-methylbenzoate). As a reaction SMILES: S(=O)(=O)(O)O.N[C:7]1[CH:8]=[CH:9][C:10]([CH3:17])=[C:11]([CH:16]=1)[C:12]([O:14][CH3:15])=[O:13].N([O-])=[O:19].[Na+]>O>[OH:19][C:7]1[CH:8]=[CH:9][C:10]([CH3:17])=[C:11]([CH:16]=1)[C:12]([O:14][CH3:15])=[O:13] |f:2.3|. Reported procedure: A 0° C. solution of sulfuric acid (89 g, 908 mmol) in water (700 mL) was added to a flask containing methyl 5-amino-2-methylbenzoate (50 g, 303 mmol) in an ice-water bath. The resulting mixture was stirred until the mixture become a cloudy solution. A solution of sodium nitrite (21 g, 303 mmol) in cold water (200 mL) was added dropwise and stirring was continued for 1 h at 0° C. then at 100° C. for another 1 h. The reaction was cooled and the solid collected by filtration, and rinsed with water.... Run at temperature -5 celsius, time 16 hour. Yields the product ClC1=CC=C(C=C1)C1(CCC1)C(CC(C)(C)O)=NO (1-[1-(4-chlorophenyl)cyclobutyl]-3-hydroxy-3-methylbutan-1-one oxime). Reaction SMILES: C([Li])CCC.[Cl:6][C:7]1[CH:12]=[CH:11][C:10]([C:13]2([C:17](=[N:19][OH:20])[CH3:18])[CH2:16][CH2:15][CH2:14]2)=[CH:9][CH:8]=1.[CH3:21][C:22]([CH3:24])=[O:23].O>CCCCCC.O1CCCC1>[Cl:6][C:7]1[CH:8]=[CH:9][C:10]([C:13]2([C:17](=[N:19][OH:20])[CH2:18][C:22]([OH:23])([CH3:24])[CH3:21])[CH2:14][CH2:15][CH2:16]2)=[CH:11][CH:12]=1. Solvent: CCCCCC (hexane), O1CCCC1 (tetrahydrofuran). Procedure details: A 1.6M solution of butyllithium in hexane (55 ml) was added to a stirred solution of the 1-[1-(4-chlorophenyl)cyclobutyl]ethanone oxime (8.94 g) in dry tetrahydrofuran (120 ml) the temperature being maintained below 0° C. for 40 minutes. The mixture was cooled to -5° C. and acetone (2.67 ml) was added dropwise. The temperature of the reaction mixture was allowed to rise to ambient temperature over a period of 16 hours. The mixture was cooled to 10° C. and water (100 ml) was added and the resulti... Starting materials: solution, C(CCC)[Li] (butyllithium), ClC1=CC=C(C=C1)C1(CCC1)C(C)=NO (1-[1-(4-chlorophenyl)cyclobutyl]ethanone oxime), CC(=O)C (acetone), O (water). The reactants are [Br-], CC[Mg+], C1CCOC1, Cc1cnc(C#N)o1, CC(C)[O-], CC(C)[O-], CC(C)[O-], CC(C)[O-], [Na+], [OH-], [Ti+4]. Product: Cc1cnc(C2(N)CC2)o1. Reaction SMILES: [Br-:9].[CH2:10]([CH3:11])[Mg+:12].[CH2:15]1[O:16][CH2:17][CH2:18][CH2:19]1.[CH3:1][c:2]1[cH:3][n:4][c:5]([C:7]#[N:8])[o:6]1.[CH3:20][CH:21]([CH3:22])[O-:23].[CH3:25][CH:26]([CH3:27])[O-:28].[CH3:29][CH:30]([CH3:31])[O-:32].[CH3:33][CH:34]([CH3:35])[O-:36].[Na+:14].[OH-:13].[Ti+4:24]>>[CH3:1][c:2]1[cH:3][n:4][c:5]([C:7]2([NH2:8])[CH2:10][CH2:11]2)[o:6]1. The reactants are C=1C=CC2=C(C1)N=NN2O (HOBt), CCN=C=NCCCN(C)C.Cl (EDCI hydrochloride), CN1C(N(C(C=2C1=CSC2C)=O)C)=O (1,3,5-trimethylthieno[3,4-d]pyrimidine-2,4(1H,3H)-dione), FC=1C=C(C=C(C1)C(F)(F)F)C=1N=C(SC1)N (4-[3-fluoro-5-(trifluoromethyl)phenyl]-1,3-thiazol-2-amine). The reagents and catalysts are CN(C)C=1C=CN=CC1 (DMAP). The solvent is ClCCCl (1,2 dichloroethane). Yields the product CN1C(N(C(C2=C1SC=C2CC(=O)NC=2SC=C(N2)C2=CC(=CC(=C2)C(F)(F)F)F)=O)C)=O (2-(1,3-Dimethyl-2,4-dioxo-1,2,3,4-tetrahydrothieno[2,3-d]pyrimidin-5-yl)-N-{4-[3-fluoro-5-(trifluoromethyl)phenyl]-1,3-thiazol-2-yl}acetamide), product. Reaction SMILES: [CH3:1][N:2]1[C:7]2=[CH:8][S:9][C:10](C)=[C:6]2[C:5](=[O:12])[N:4]([CH3:13])[C:3]1=[O:14].[F:15][C:16]1[CH:17]=[C:18]([C:26]2[N:27]=[C:28]([NH2:31])[S:29][CH:30]=2)[CH:19]=[C:20]([C:22]([F:25])([F:24])[F:23])[CH:21]=1.CCN=C=NC[CH2:38][CH2:39]N(C)C.Cl.C1C=CC2N([OH:53])N=NC=2C=1>CN(C1C=CN=CC=1)C.ClCCCl>[CH3:1][N:2]1[C:10]2[S:9][CH:8]=[C:7]([CH2:38][C:39]([NH:31][C:28]3[S:29][CH:30]=[C:26]([C:18]4[CH:19]=[C:20]([C:22]([F:25])([F:23])[F:24])[CH:21]=[C:16]([F:15])[CH:17]=4)[N:27]=3)=[O:53])[C:6]=2[C:5](=[O:12])[N:4]([CH3:13])[C:3]1=[O:14] |f:2.3|. Reported procedure: The title compound was prepared according to the general procedure (Method A) by coupling Intermediate 1 (100 mg, 0.393 mmol) with 4-[3-fluoro-5-(trifluoromethyl)phenyl]-1,3-thiazol-2-amine (103 mg, 0.393 mmol) in the presence of EDCI hydrochloride (90 mg, 0.471 mmol), HOBt (16 mg, 0.117 mmol) and DMAP (5 mg, 0.039 mmol) in 1,2 dichloroethane (6 ml) to give 21 mg of the product as a white solid; 1H NMR (300 MHz, DMSO-d6) δ 3.19 (s, 3H), 3.47 (s, 3H), 4.07 (s, 2H), 7.07 (s, 1H), 7.64 (d, J=8.1 Hz... Starting materials: BrC(C(=O)OC)C (Methyl bromopropionate), SC=1C2=C(SC1C(=O)N)C=CC(=C2)OC (3-mercapto-5-methoxybenzo[b]thiophene-2-carboxamide), C(=O)(O)[O-].[Na+] (NaHCO3), BrC(C(=O)OC)C (methyl bromopropionate), C(=O)([O-])[O-].[Na+].[Na+] (Na2CO3). The solvent is C(C)(=O)OCC (ethyl acetate), C1CCOC1 (THF). Conditions: time 8 hour. Product: NC(=O)C1=C(C2=C(S1)C=CC(=C2)OC)SCCC(=O)OC (methyl 3-[[2-(aminocarbonyl)-5-methoxybenzo[b]thien-3-yl]thio]propanoate). The yield is 46.0%. RXN SMILES: Br[CH:2]([CH3:7])[C:3]([O:5][CH3:6])=[O:4].[SH:8][C:9]1[C:10]2[CH:20]=[C:19]([O:21][CH3:22])[CH:18]=[CH:17][C:11]=2[S:12][C:13]=1[C:14]([NH2:16])=[O:15].C([O-])(O)=O.[Na+].C([O-])([O-])=O.[Na+].[Na+]>C1COCC1.C(OCC)(=O)C>[NH2:16][C:14]([C:13]1[S:12][C:11]2[CH:17]=[CH:18][C:19]([O:21][CH3:22])=[CH:20][C:10]=2[C:9]=1[S:8][CH2:7][CH2:2][C:3]([O:5][CH3:6])=[O:4])=[O:15] |f:2.3,4.5.6|. Procedure details: Methyl bromopropionate (75 μL, 0.69 mmol) is added to a room temperature solution of 3-mercapto-5-methoxybenzo[b]thiophene-2-carboxamide (150 mg, 0.63 mmol) in 7 mL of THF followed by NaHCO3 (334 mg, 3.15 mmol). Additional methyl bromopropionate (150 μL) and Na2CO3 (70 mg) are added and the reaction mixture is stirred at room temperature overnight. The reaction mixture is diluted with ethyl acetate and washed with 1N HCl, water, 1N NaOH, water, and brine. The organic layer is dried over MgSO4. F... Reactants: ClC1=C(C=CC=C1)[C@@H](C)OC1=C(SC(=C1)NC1=C(C=C(C=C1)OC(F)(F)F)[N+](=O)[O-])C(=O)OC (Methyl 3-{[(1R)-1-(2-chlorophenyl)ethyl]oxy}-5-({2-nitro-4-[(trifluoromethyl)oxy]phenyl}amino)-2-thiophenecarboxylate). Reagents/catalysts: [Pt] (platinum). Run in CCOC(=O)C (EtOAc). Yields the product NC1=C(C=CC(=C1)OC(F)(F)F)NC1=CC(=C(S1)C(=O)OC)O[C@H](C)C1=C(C=CC=C1)Cl (methyl 5-({2-amino-4-[(trifluoromethyl)oxy]phenyl}amino)-3-{[(1R)-1-(2-chlorophenyl)ethyl]oxy}-2-thiophenecarboxylate). Yield: 99.7%. As a reaction SMILES: [Cl:1][C:2]1[CH:7]=[CH:6][CH:5]=[CH:4][C:3]=1[C@H:8]([O:10][C:11]1[CH:15]=[C:14]([NH:16][C:17]2[CH:22]=[CH:21][C:20]([O:23][C:24]([F:27])([F:26])[F:25])=[CH:19][C:18]=2[N+:28]([O-])=O)[S:13][C:12]=1[C:31]([O:33][CH3:34])=[O:32])[CH3:9]>CCOC(C)=O.[Pt]>[NH2:28][C:18]1[CH:19]=[C:20]([O:23][C:24]([F:27])([F:26])[F:25])[CH:21]=[CH:22][C:17]=1[NH:16][C:14]1[S:13][C:12]([C:31]([O:33][CH3:34])=[O:32])=[C:11]([O:10][C@@H:8]([C:3]2[CH:4]=[CH:5][CH:6]=[CH:7][C:2]=2[Cl:1])[CH3:9])[CH:15]=1. Procedure details: Methyl 3-{[(1R)-1-(2-chlorophenyl)ethyl]oxy}-5-({2-nitro-4-[(trifluoromethyl)oxy]phenyl}amino)-2-thiophenecarboxylate (3.5 g, 6.8 mmol) was dissolved in EtOAc (100 mL) with stirring. Sulfided platinum (5% weight on carbon, 1.32 g) was added, and the reaction was placed under 50 atm of H2. After 36 h the reaction was filtered through a Celite pad washing with EtOAc. The filtrate was concentrated to afford 3.3 g of methyl 5-({2-amino-4-[(trifluoromethyl)oxy]phenyl}amino)-3-{[(1R)-1-(2-chlorophenyl...